From a dataset of the Open Reaction Database (ORD), a public repository of structured organic reaction records. describe an organic reaction: reactants, conditions, products, and yield Reactants: CCOC(=O)c1cn2c(C)c(CC)c(OC)nc2n1, CCO, NN, O. The product is CCc1c(OC)nc2nc(C(=O)NN)cn2c1C. As a reaction SMILES: [CH2:1]([CH3:2])[c:3]1[c:4]([O:18][CH3:19])[n:5][c:6]2[n:7]([c:8]1[CH3:9])[cH:10][c:11]([C:13](=[O:14])[O:15][CH2:16][CH3:17])[n:12]2.[CH3:23][CH2:24][OH:25].[NH2:21][NH2:22].[OH2:20]>>[CH2:1]([CH3:2])[c:3]1[c:4]([O:18][CH3:19])[n:5][c:6]2[n:7]([c:8]1[CH3:9])[cH:10][c:11]([C:13](=[O:14])[NH:21][NH2:22])[n:12]2.